From a dataset of the Open Reaction Database (ORD), a public repository of structured organic reaction records. describe an organic reaction: reactants, conditions, products, and yield The solvent is C(Cl)Cl (DCM). The reactants are FC(CC[C@@H]1[C@H]([C@H](C[C@H]1OC1OCCCC1)O)C\C=C/CCCC(=O)O)(COC1=CC=CC=C1)F ((Z)-7-((1R,2R,3R,5S)-2-(3,3-difluoro-4-phenoxybutyl)-5-hydroxy-3-(tetrahydro-2H-pyran-2-yloxy)cyclopentyl)hept-5-enoic Acid), C=1C=C[NH+]=CC1.[O-][Cr](=O)(=O)Cl (PCC). Procedure: (Z)-7-((1R,2R,3R,5S)-2-(3,3-Difluoro-4-phenoxybutyl)-5-hydroxy-3-(tetrahydro-2H-pyran-2-yloxy)cyclopentyl)hept-5-enoic acid (limiting reagent, prepared in Step G) is dissolved in DCM (0.05 M) and cooled to 0° C. PCC (2 molar equivalents) is added and the reaction mixture is allowed to warm to room temperature with stirring. Upon completion by as indicated by TLC, the crude product is purified by flash chromatography on regular silica gel using ethyl acetate-hexane-acetic acid as eluent to afford... Conditions: temperature 0 celsius. RXN SMILES: [F:1][C:2]([F:35])([CH2:27][O:28][C:29]1[CH:34]=[CH:33][CH:32]=[CH:31][CH:30]=1)[CH2:3][CH2:4][C@H:5]1[C@H:9]([O:10][CH:11]2[CH2:16][CH2:15][CH2:14][CH2:13][O:12]2)[CH2:8][C@H:7]([OH:17])[C@@H:6]1[CH2:18]/[CH:19]=[CH:20]\[CH2:21][CH2:22][CH2:23][C:24]([OH:26])=[O:25].C1C=C[NH+]=CC=1.[O-][Cr](Cl)(=O)=O>C(Cl)Cl>[F:35][C:2]([F:1])([CH2:27][O:28][C:29]1[CH:30]=[CH:31][CH:32]=[CH:33][CH:34]=1)[CH2:3][CH2:4][C@H:5]1[C@H:9]([O:10][CH:11]2[CH2:16][CH2:15][CH2:14][CH2:13][O:12]2)[CH2:8][C:7](=[O:17])[C@@H:6]1[CH2:18]/[CH:19]=[CH:20]\[CH2:21][CH2:22][CH2:23][C:24]([OH:26])=[O:25] |f:1.2|. Product: FC(CC[C@@H]1[C@H](C(C[C@H]1OC1OCCCC1)=O)C\C=C/CCCC(=O)O)(COC1=CC=CC=C1)F ((Z)-7-((1R,2R,3R)-2-(3,3-difluoro-4-phenoxybutyl)-5-oxo-3-(tetrahydro-2H-pyran-2-yloxy)cyclopentyl)hept-5-enoic acid). The reactants are CCOC(=O)CCCNC(=O)Nc1nc2ccc(Br)cc2s1, C1CCOC1, CCO, Cl, [Na+], [OH-]. Product: O=C(O)CCCNC(=O)Nc1nc2ccc(Br)cc2s1. RXN SMILES: [Br:1][c:2]1[cH:3][c:4]2[c:5]([n:6][c:7]([NH:9][C:10](=[O:11])[NH:12][CH2:13][CH2:14][CH2:15][C:16](=[O:17])[O:18][CH2:19][CH3:20])[s:8]2)[cH:21][cH:22]1.[CH2:26]1[O:27][CH2:28][CH2:29][CH2:30]1.[CH3:31][CH2:32][OH:33].[ClH:25].[Na+:24].[OH-:23]>>[Br:1][c:2]1[cH:3][c:4]2[c:5]([n:6][c:7]([NH:9][C:10](=[O:11])[NH:12][CH2:13][CH2:14][CH2:15][C:16](=[O:17])[OH:18])[s:8]2)[cH:21][cH:22]1. As a reaction SMILES: [Cl:1][C:2]1[CH:3]=[C:4]([OH:10])[CH:5]=[C:6]([C:8]#[N:9])[CH:7]=1.C(=O)([O-])[O-].[K+].[K+].[F:17][C:18]1[CH:23]=[C:22](F)[CH:21]=[C:20]([F:25])[N:19]=1>CN(C=O)C>[Cl:1][C:2]1[CH:7]=[C:6]([CH:5]=[C:4]([O:10][C:22]2[CH:21]=[C:20]([F:25])[N:19]=[C:18]([F:17])[CH:23]=2)[CH:3]=1)[C:8]#[N:9] |f:1.2.3|. The product is ClC=1C=C(C#N)C=C(C1)OC1=CC(=NC(=C1)F)F (3-chloro-5-[(2,6-difluoropyridin-4-yl)oxy]benzonitrile). The reactants are ClC=1C=C(C=C(C1)C#N)O (3-chloro-5-cyanophenol), C([O-])([O-])=O.[K+].[K+] (potassium carbonate), FC1=NC(=CC(=C1)F)F (2,4,6 trifluoropyridine). Procedure details: Compound 1-4 (577 mg; 3.76 mmol) and potassium carbonate (779 mg; 5.64 mmol) were added to a solution of 2,4,6 trifluoropyridine (500 mg; 3.76 mmol) in DMF with stirring at −50° C. The reaction mixture was slowly warmed to room temperature and then diluted water and EtOAc, after which the aqueous layer was extracted with EtOAc. The combined organic layers were washed with water (3×), brine (2×), dried over MgSO4, and concentrated to an oil. The crude residue was purified via column chromatograph... Conditions: temperature -50 celsius. The solvent is CN(C)C=O (DMF). Reaction SMILES: [Cl:1][c:2]1[cH:3][c:4]([CH:10]([CH3:11])[OH:12])[c:5]([O:8][CH3:9])[n:6][n:7]1.[O:13]1[CH2:14][CH2:15][CH2:16][CH2:17]1>>[Cl:1][c:2]1[cH:3][c:4]([C:10]([CH3:11])=[O:12])[c:5]([O:8][CH3:9])[n:6][n:7]1. Starting materials: COc1nnc(Cl)cc1C(C)O, C1CCOC1. Product: COc1nnc(Cl)cc1C(C)=O.